describe an organic reaction: reactants, conditions, products, and yield From a dataset of the Open Reaction Database (ORD), a public repository of structured organic reaction records. Reactants: C(C1=CC=CC=C1)N=C=S (Benzyl isothiocyanate), C(C)(=O)[O-].[K+] (potassium acetate), Cl.ClC1=CC=C(C(=O)NNC2=CC=C(C=C2)N)C=C1 (1-(4-Chlorobenzoyl)-2-(4-aminophenyl)hydrazine hydrochloride). Solvent: O (water), C(C)O (ethanol). Yields the product C(C1=CC=CC=C1)NC(NC1=CC=C(C=C1)NNC(C1=CC=C(C=C1)Cl)=O)=S (3-Benzyl-1-{4-[2-(4-chlorobenzoyl)hydrazino]phenyl}thiourea). RXN SMILES: Cl.[Cl:2][C:3]1[CH:19]=[CH:18][C:6]([C:7]([NH:9][NH:10][C:11]2[CH:16]=[CH:15][C:14]([NH2:17])=[CH:13][CH:12]=2)=[O:8])=[CH:5][CH:4]=1.[CH2:20]([N:27]=[C:28]=[S:29])[C:21]1[CH:26]=[CH:25][CH:24]=[CH:23][CH:22]=1.C([O-])(=O)C.[K+]>C(O)C.O>[CH2:20]([NH:27][C:28](=[S:29])[NH:17][C:14]1[CH:15]=[CH:16][C:11]([NH:10][NH:9][C:7](=[O:8])[C:6]2[CH:18]=[CH:19][C:3]([Cl:2])=[CH:4][CH:5]=2)=[CH:12][CH:13]=1)[C:21]1[CH:26]=[CH:25][CH:24]=[CH:23][CH:22]=1 |f:0.1,3.4|. Reported procedure: 1-(4-Chlorobenzoyl)-2-(4-aminophenyl)hydrazine hydrochloride (1.5 g, 0.005 mole) was dissolved in hot ethanol (30 ml) under a nitrogen atmosphere. Benzyl isothiocyanate (0.82 g, 0.0055 mole) and potassium acetate (0.6 g, 0.006 mole) were added and the mixture was refluxed under nitrogen for two hours. The reaction mixture was cooled to room temperature, diluted with water (10-15ml.) and chilled in ice. The product was filtered off, washed with ethanol and dried. Recrystallization of the product ... Starting materials: B, Cc1cnc2nc(C=O)nn2c1, CNC, CO, Cc1cc(CCC2(C3CCCC3)CC(O)=CC(=O)O2)ccc1C(C)(C)C#N. The product is Cc1cnc2nc(CC3=C(O)CC(CCc4ccc(C(C)(C)C#N)c(C)c4)(C4CCCC4)OC3=O)nn2c1. As a reaction SMILES: [BH3:43].[CH3:1][c:2]1[cH:3][n:4][c:5]2[n:6]([cH:7]1)[n:8][c:9]([CH:11]=[O:12])[n:10]2.[CH3:40][NH:41][CH3:42].[CH3:44][OH:45].[CH:13]1([C:18]2([CH2:26][CH2:27][c:28]3[cH:29][c:30]([CH3:39])[c:31]([C:34]([C:35]#[N:36])([CH3:37])[CH3:38])[cH:32][cH:33]3)[O:19][C:20](=[O:25])[CH:21]=[C:22]([OH:24])[CH2:23]2)[CH2:14][CH2:15][CH2:16][CH2:17]1>>[CH3:1][c:2]1[cH:3][n:4][c:5]2[n:6]([cH:7]1)[n:8][c:9]([CH2:11][C:21]1=[C:22]([OH:24])[CH2:23][C:18]([CH:13]3[CH2:14][CH2:15][CH2:16][CH2:17]3)([CH2:26][CH2:27][c:28]3[cH:29][c:30]([CH3:39])[c:31]([C:34]([C:35]#[N:36])([CH3:37])[CH3:38])[cH:32][cH:33]3)[O:19][C:20]1=[O:25])[n:10]2. The reactants are ClC=1C=CC(=C(C(=O)NCCC2CCN(CC2)S(=O)(=O)N)C1)OC (4-(2-(5-chloro-2-methoxybenzamido)ethyl)piperidine-1-sulfonamide), C([O-])([O-])=O.[Cs+].[Cs+] (cesium carbonate), C(CC)N=C=S (n-propyl isothiocyanate). Run in CN1C(CCC1)=O (N-methyl-2-pyrrolidone). The product is ClC=1C=CC(=C(C(=O)NCCC2CCN(CC2)S(=O)(=O)NC(=S)NCCC)C1)OC (5-Chloro-2-methoxy-N-(2-(1-(3-propylthioureidosulfonyl)piperidin-4-yl)ethyl)benzamide). Yield: 32.5%. RXN SMILES: [Cl:1][C:2]1[CH:3]=[CH:4][C:5]([O:23][CH3:24])=[C:6]([CH:22]=1)[C:7]([NH:9][CH2:10][CH2:11][CH:12]1[CH2:17][CH2:16][N:15]([S:18]([NH2:21])(=[O:20])=[O:19])[CH2:14][CH2:13]1)=[O:8].C(=O)([O-])[O-].[Cs+].[Cs+].[CH2:31]([N:34]=[C:35]=[S:36])[CH2:32][CH3:33]>CN1CCCC1=O>[Cl:1][C:2]1[CH:3]=[CH:4][C:5]([O:23][CH3:24])=[C:6]([CH:22]=1)[C:7]([NH:9][CH2:10][CH2:11][CH:12]1[CH2:17][CH2:16][N:15]([S:18]([NH:21][C:35]([NH:34][CH2:31][CH2:32][CH3:33])=[S:36])(=[O:20])=[O:19])[CH2:14][CH2:13]1)=[O:8] |f:1.2.3|. Procedure: 376 mg (1 mmol) of 4-(2-(5-chloro-2-methoxybenzamido)ethyl)piperidine-1-sulfonamide and 652 mg (2 mmol) of cesium carbonate were heated in 5 ml of N-methyl-2-pyrrolidone with 0.2 ml (1.8 mmol) of n-propyl isothiocyanate at 80° C. for 10 minutes. The reaction mixture was poured onto ice/2 M hydrochloric acid, and the precipitated solid was filtered off with suction and washed with water until neutral. The crude product obtained after purification by chromatography (silica gel; toluene/ethanol/eth... Reactants: ClC=1C=C(C#N)C=C(C1)SC (3-chloro-5-(methylsulfanyl)benzonitrile), [H-].[Al+3].[Li+].[H-].[H-].[H-] (lithium aluminum hydride), O.O.O.O.O.O.O.O.O.O.[O-]S(=O)(=O)[O-].[Na+].[Na+] (sodium sulfate 10 hydrate). Solvent: O1CCCC1 (tetrahydrofuran). Reaction conditions: time 3 hour. Yields the product Cl.ClC=1C=C(C=C(C1)SC)CN (1-[3-chloro-5-(methylsulfanyl)phenyl]methanamine hydrochloride). Yield: 143.4%. RXN SMILES: [H-].[Al+3].[Li+].[H-].[H-].[H-].[Cl:7][C:8]1[CH:9]=[C:10]([CH:13]=[C:14]([S:16][CH3:17])[CH:15]=1)[C:11]#[N:12].O.O.O.O.O.O.O.O.O.O.[O-]S([O-])(=O)=O.[Na+].[Na+]>O1CCCC1>[ClH:7].[Cl:7][C:8]1[CH:9]=[C:10]([CH2:11][NH2:12])[CH:13]=[C:14]([S:16][CH3:17])[CH:15]=1 |f:0.1.2.3.4.5,7.8.9.10.11.12.13.14.15.16.17.18.19,21.22|. Procedure: (Step 2) To a suspension of lithium aluminum hydride (0.79 g) in tetrahydrofuran (200 ml) was added 3-chloro-5-(methylsulfanyl)benzonitrile obtained in Step 1 (3.2 g) at 0° C. The mixture was stirred at room temperature for 3 hr, and treated with sodium sulfate 10 hydrate. The mixture was stirred at room temperature for 30 min, and the inorganic substance was filtered off through celite. The filtrate was concentrated under reduced pressure. The residue was dissolved in methanol, and 4N hydrogen ...